Dataset: the Open Reaction Database (ORD), a public repository of structured organic reaction records. Task: describe an organic reaction: reactants, conditions, products, and yield The reactants are Cl.ClC=1C=C2C=3CCNC(C3NC2=CC1)C1(CCC1)C(=O)OCC (Ethyl 1-(6-chloro-2,3,4,9-tetrahydro-1H-β-carbolin-1-yl)cyclobutanecarboxylate Hydrochloride), C[O-].[Na+] (sodium methoxide), CN(C=O)C (dimethylformamide). Yields the product C(=O)N1C(C=2NC3=CC=C(C=C3C2CC1)Cl)C1(CCC1)C(=O)N (1-(2-Formyl-6-chloro-2,3,4,9-tetrahydro-1H-β-carbolin-1-yl)cyclobutanecarboxamide). RXN SMILES: [ClH:1].Cl[C:3]1[CH:4]=[C:5]2[C:13](=[CH:14][CH:15]=1)[NH:12][C:11]1[CH:10]([C:16]3([C:20]([O:22]CC)=O)[CH2:19][CH2:18][CH2:17]3)[NH:9][CH2:8][CH2:7][C:6]2=1.[CH3:25][O-:26].[Na+].C[N:29](C)C=O>>[CH:25]([N:9]1[CH2:8][CH2:7][C:6]2[C:5]3[C:13](=[CH:14][CH:15]=[C:3]([Cl:1])[CH:4]=3)[NH:12][C:11]=2[CH:10]1[C:16]1([C:20]([NH2:29])=[O:22])[CH2:17][CH2:18][CH2:19]1)=[O:26] |f:0.1,2.3|. Procedure: Reaction between the compound of Example 1 and aminocarbaldehyde in the presence of sodium methoxide in dimethylformamide enables the desired product to be obtained. Reactants: Cl, Cl, Cl, NC1CCC(CCN2CCN(c3nccc4c3CCO4)CC2)CC1, O=C(O)c1ccc(-n2cccn2)cc1. The product is O=C(NC1CCC(CCN2CCN(c3nccc4c3CCO4)CC2)CC1)c1ccc(-n2cccn2)cc1. Reaction SMILES: [ClH:1].[ClH:2].[ClH:3].[O:4]1[CH2:5][CH2:6][c:7]2[c:8]([N:13]3[CH2:14][CH2:15][N:16]([CH2:19][CH2:20][CH:21]4[CH2:22][CH2:23][CH:24]([NH2:27])[CH2:25][CH2:26]4)[CH2:17][CH2:18]3)[n:9][cH:10][cH:11][c:12]21.[n:28]1(-[c:33]2[cH:34][cH:35][c:36]([C:37](=[O:38])[OH:39])[cH:40][cH:41]2)[n:29][cH:30][cH:31][cH:32]1>>[O:4]1[CH2:5][CH2:6][c:7]2[c:8]([N:13]3[CH2:14][CH2:15][N:16]([CH2:19][CH2:20][CH:21]4[CH2:22][CH2:23][CH:24]([NH:27][C:37]([c:36]5[cH:35][cH:34][c:33](-[n:28]6[n:29][cH:30][cH:31][cH:32]6)[cH:41][cH:40]5)=[O:38])[CH2:25][CH2:26]4)[CH2:17][CH2:18]3)[n:9][cH:10][cH:11][c:12]21. Reactants: COC1=C(C=CC=C1)P(=O)(C1=CC=CC=C1)CCP(=O)(C1=C(C=CC=C1)OC)C1=CC=CC=C1 (1,2-bis[P-(2-methoxyphenyl)-P-phenylphosphinyl]ethane), Rh(DiPAMP)2, COC1=CC=CC=C1P(CCP(C2=CC=CC=C2)C3=CC=CC=C3OC)C4=CC=CC=C4 (DiPAMP), COC=1C=C(C=CC1OC)C(CCCC=1N(CC2=CC(=C(C=C2C1)OC)OC)C)(C#N)C(C)C (3-[4-(3,4-dimethoxyphenyl)-4-isopropyl-4-cyanobutyl]-6,7-dimethoxy-N-methyl-1,2-dihydroisoquinoline). Solvent: C(C)(C)O (isopropanol). Conditions: temperature 50 celsius. The product is COC=1C=C(C=CC1OC)C(CCCC1N(CC2=CC(=C(C=C2C1)OC)OC)C)(C#N)C(C)C (3-[4-(3,4-dimethoxyphenyl)-4-isopropyl-4-cyanobutyl]-6,7-dimethoxy-N-methyl-1,2,3,4-tetrahydroisoquinoline). RXN SMILES: COC1C=CC=CC=1P(CCP(C1C=CC=CC=1)(C1C=CC=CC=1OC)=O)(C1C=CC=CC=1)=O.COC1C(P(C2C=CC=CC=2)CCP(C2C(OC)=CC=CC=2)C2C=CC=CC=2)=CC=CC=1.[CH3:67][O:68][C:69]1[CH:70]=[C:71]([C:77]([CH:98]([CH3:100])[CH3:99])([C:96]#[N:97])[CH2:78][CH2:79][CH2:80][C:81]2[N:82]([CH3:95])[CH2:83][C:84]3[C:89]([CH:90]=2)=[CH:88][C:87]([O:91][CH3:92])=[C:86]([O:93][CH3:94])[CH:85]=3)[CH:72]=[CH:73][C:74]=1[O:75][CH3:76]>C(O)(C)C>[CH3:67][O:68][C:69]1[CH:70]=[C:71]([C:77]([CH:98]([CH3:100])[CH3:99])([C:96]#[N:97])[CH2:78][CH2:79][CH2:80][CH:81]2[CH2:90][C:89]3[C:84](=[CH:85][C:86]([O:93][CH3:94])=[C:87]([O:91][CH3:92])[CH:88]=3)[CH2:83][N:82]2[CH3:95])[CH:72]=[CH:73][C:74]=1[O:75][CH3:76]. Procedure: is added to a solution of RhCl(Pφ3)3 in isopropanol at 3 atm, and the mixture heated at 50° C. for 4 hours. The product is purified to produce 3-[4-(3,4-dimethoxyphenyl)-4-isopropyl-4-cyanobutyl]-6,7-dimethoxy-N-methyl-1,2,3,4-tetrahydroisoquinoline (1). Alternatively, one may hydrogenate the double bond stereoselectively using a hydrogenation catalyst with an appropriate chiral ligand, for example, 1,2-bis[P-(2-methoxyphenyl)-P-phenylphosphinyl]ethane, usually abbreviated "DiPAMP." See Knowles,... The reactants are C(=O)([O-])[O-].[Na+].[Na+] (Na2CO3), C(#N)CC1=CC=C(C=C1)B(O)O ((4-Cyanomethylphenyl)boronic acid), IC1=NN(C2=NC=NC(=C21)N)C(C)C (3-iodo-1-isopropyl-1H-pyrazolo[3,4-d]pyrimidin-4-amine). Reagents/catalysts: C=1C=CC(=CC1)[P](C=2C=CC=CC2)(C=3C=CC=CC3)[Pd]([P](C=4C=CC=CC4)(C=5C=CC=CC5)C=6C=CC=CC6)([P](C=7C=CC=CC7)(C=8C=CC=CC8)C=9C=CC=CC9)[P](C=1C=CC=CC1)(C=1C=CC=CC1)C=1C=CC=CC1 (Pd(PPh3)4). The solvent is CCO (EtOH), COCCOC (DME). Reaction conditions: temperature 80 celsius. The product is NC1=C2C(=NC=N1)N(N=C2C2=CC=C(C=C2)CC#N)C(C)C (2-(4-(4-amino-1-isopropyl-1H-pyrazolo[3,4-d]pyrimidin-3-yl)phenyl)acetonitrile). RXN SMILES: [C:1]([CH2:3][C:4]1[CH:9]=[CH:8][C:7](B(O)O)=[CH:6][CH:5]=1)#[N:2].I[C:14]1[C:22]2[C:17](=[N:18][CH:19]=[N:20][C:21]=2[NH2:23])[N:16]([CH:24]([CH3:26])[CH3:25])[N:15]=1.C([O-])([O-])=O.[Na+].[Na+]>CCO.COCCOC.C1C=CC([P]([Pd]([P](C2C=CC=CC=2)(C2C=CC=CC=2)C2C=CC=CC=2)([P](C2C=CC=CC=2)(C2C=CC=CC=2)C2C=CC=CC=2)[P](C2C=CC=CC=2)(C2C=CC=CC=2)C2C=CC=CC=2)(C2C=CC=CC=2)C2C=CC=CC=2)=CC=1>[NH2:23][C:21]1[N:20]=[CH:19][N:18]=[C:17]2[N:16]([CH:24]([CH3:26])[CH3:25])[N:15]=[C:14]([C:7]3[CH:8]=[CH:9][C:4]([CH2:3][C:1]#[N:2])=[CH:5][CH:6]=3)[C:22]=12 |f:2.3.4,^1:45,47,66,85|. Procedure details: A solution of (4-Cyanomethylphenyl)boronic acid (18 mg, 0.11 mmol) in EtOH (3.3 mL) was added to a solution of 3-iodo-1-isopropyl-1H-pyrazolo[3,4-d]pyrimidin-4-amine (30 mg, 0.10 mmol) in DME (12 mL). Pd(PPh3)4 (30 mg, 0.03 mmol) and saturated Na2CO3 (1.9 mL) were added and the reaction was heated to 80° C. under an argon atmosphere overnight. After cooling, the reaction was extracted with saturated NaCl and CH2Cl2. Organic phases were combined, concentrated in vacuo and purified by RP-HPLC (MeC... RXN SMILES: [CH3:32][c:33]1[cH:34][cH:35][cH:36][cH:37][cH:38]1.[F:1][C:2]([F:3])([F:4])[C:5]([OH:6])=[O:7].[O:50]=[CH:51][N:52]([CH3:53])[CH3:54].[OH-:39].[OH:8][c:9]1[c:10]([O:30][CH3:31])[cH:11][c:12]2[c:13]3[c:14]1[CH2:15][N:16]([CH3:29])[CH2:17][CH:18]3[CH2:19][c:20]1[c:21]-2[cH:22][c:23]2[c:24]([cH:25]1)[O:26][CH2:27][O:28]2.[c:40]1([N+:41]([CH3:42])([CH3:43])[CH3:44])[cH:45][cH:46][cH:47][cH:48][cH:49]1>>[CH3:2][O:8][c:9]1[c:10]([O:30][CH3:31])[cH:11][c:12]2[c:13]3[c:14]1[CH2:15][N:16]([CH3:29])[CH2:17][CH:18]3[CH2:19][c:20]1[c:21]-2[cH:22][c:23]2[c:24]([cH:25]1)[O:26][CH2:27][O:28]2. Product: COc1cc2c3c(c1OC)CN(C)CC3Cc1cc3c(cc1-2)OCO3. Starting materials: Cc1ccccc1, O=C(O)C(F)(F)F, CN(C)C=O, [OH-], COc1cc2c3c(c1O)CN(C)CC3Cc1cc3c(cc1-2)OCO3, C[N+](C)(C)c1ccccc1. The yield is 89.8%. Product: CC1=C(N=C(O1)C1=CC=CC=C1)CCOC1=CC=C(C=C1)CCCO (3-[4-[2-(5-methyl-2-phenyl-4-oxazolyl)ethoxy]phenyl]propan-1-ol). As a reaction SMILES: [CH3:1][C:2]1[O:6][C:5]([C:7]2[CH:12]=[CH:11][CH:10]=[CH:9][CH:8]=2)=[N:4][C:3]=1[CH2:13][CH2:14][O:15][C:16]1[CH:21]=[CH:20][C:19](/[CH:22]=[CH:23]/[CH2:24][OH:25])=[CH:18][CH:17]=1>[C].[Pd].C(OCC)(=O)C>[CH3:1][C:2]1[O:6][C:5]([C:7]2[CH:8]=[CH:9][CH:10]=[CH:11][CH:12]=2)=[N:4][C:3]=1[CH2:13][CH2:14][O:15][C:16]1[CH:21]=[CH:20][C:19]([CH2:22][CH2:23][CH2:24][OH:25])=[CH:18][CH:17]=1 |f:1.2|. Reported procedure: A mixture of (E)-3-[4-[2-(5-methyl-2-phenyl-4-oxazolyl)ethoxy]phenyl]-2-propen-1-ol (3.1 g), palladium-carbon (5%, 0.5 g) and ethyl acetate (50 ml) was subjected to catalytic hydrogenation under 1 atmospheric pressure at room temperature. The catalyst was filtered off, and the filtrate was concentrated under reduced pressure to yield 3-[4-[2-(5-methyl-2-phenyl-4-oxazolyl)ethoxy]phenyl]propan-1-ol (2.8 g, 90%), which was recrystallized from ethyl acetate--hexane to give colorless needles, m.p.99°... The reactants are CC1=C(N=C(O1)C1=CC=CC=C1)CCOC1=CC=C(C=C1)/C=C/CO ((E)-3-[4-[2-(5-methyl-2-phenyl-4-oxazolyl)ethoxy]phenyl]-2-propen-1-ol). Reagents/catalysts: [C].[Pd] (palladium-carbon). Solvent: C(C)(=O)OCC (ethyl acetate). Reactants: ClC1=C(OCCOC2=CC=C(C=C2)CC(CNC(OC(C)(C)C)=O)C2=C(C=C(C=C2)B2OC(C(O2)(C)C)(C)C)C)C(=CC(=C1)C)Cl (tert-butyl {3-{4-[2-(2,6-dichloro-4-methylphenoxy)ethoxy]phenyl}-2-[2-methyl-4-(4,4,5,5-tetramethyl-1,3,2-dioxaborolan-2-yl)phenyl]propyl}carbamate), C(CC)#N (propanenitrile). Product: C(C)(C)(C)OC(NCC(CC1=CC=C(C=C1)OCCOC1=C(C=C(C=C1Cl)C)Cl)C1=C(C=C(C=C1)C1=C(C=CC=C1)CCC#N)C)=O (tert-butyl(2-[2′-(2-cyanoethyl)-3-methylbiphenyl-4-yl]-3-{4-[2-(2,6-dichloro-4-methylphenoxy)ethoxy]phenyl}propyl)carbamate). As a reaction SMILES: [Cl:1][C:2]1[CH:44]=[C:43]([CH3:45])[CH:42]=[C:41]([Cl:46])[C:3]=1[O:4][CH2:5][CH2:6][O:7][C:8]1[CH:13]=[CH:12][C:11]([CH2:14][CH:15]([C:25]2[CH:30]=[CH:29][C:28](B3OC(C)(C)C(C)(C)O3)=[CH:27][C:26]=2[CH3:40])[CH2:16][NH:17][C:18](=[O:24])[O:19][C:20]([CH3:23])([CH3:22])[CH3:21])=[CH:10][CH:9]=1.[C:47](#[N:50])[CH2:48][CH3:49]>>[C:20]([O:19][C:18](=[O:24])[NH:17][CH2:16][CH:15]([C:25]1[CH:30]=[CH:29][C:28]([C:2]2[CH:44]=[CH:43][CH:42]=[CH:41][C:3]=2[CH2:49][CH2:48][C:47]#[N:50])=[CH:27][C:26]=1[CH3:40])[CH2:14][C:11]1[CH:10]=[CH:9][C:8]([O:7][CH2:6][CH2:5][O:4][C:3]2[C:41]([Cl:46])=[CH:42][C:43]([CH3:45])=[CH:44][C:2]=2[Cl:1])=[CH:13][CH:12]=1)([CH3:23])([CH3:22])[CH3:21]. Procedure: Prepared according to the procedure described in EXAMPLE 7, step 2 using tert-butyl {3-{4-[2-(2,6-dichloro-4-methylphenoxy)ethoxy]phenyl}-2-[2-methyl-4-(4,4,5,5-tetramethyl-1,3,2-dioxaborolan-2-yl)phenyl]propyl}carbamate from EXAMPLE 9, step 1 and 342-bromophenyl)propanenitrile (V.6) as starting materials. Purification by column chromatography on silica gel (Combi-Flash by ISCO), eluting with Hex/EtOAc (0 to 75% in 30 min) afforded the desired compound as a colorless oil.